Dataset: the Open Reaction Database (ORD), a public repository of structured organic reaction records. Task: describe an organic reaction: reactants, conditions, products, and yield The reactants are mesylate salt, ClC=1N=NC(=CC1)C=1C=NN(C1)C (3-chloro-6-(1-methyl-1H-pyrazol-4-yl)pyridazine), FC(C(=O)NN)(C=1C=C2C=CC=NC2=CC1)F (2,2-difluoro-2-quinolin-6-ylacetohydrazide), CS(=O)(=O)O (methane sulphonic acid). The solvent is COCC(C)O (1-methoxy-2-propanol). Run at temperature 80 celsius. Product: FC(C=1C=C2C=CC=NC2=CC1)(C1=NN=C2N1N=C(C=C2)C=2C=NN(C2)C)F (6-{difluoro[6-(1-methyl-1H-pyrazol-4-yl)[1,2,4]triazolo[4,3-b]pyridazin-3-yl]methyl}quinoline). Reaction SMILES: Cl[C:2]1[N:3]=[N:4][C:5]([C:8]2[CH:9]=[N:10][N:11]([CH3:13])[CH:12]=2)=[CH:6][CH:7]=1.[F:14][C:15]([F:30])([C:20]1[CH:21]=[C:22]2[C:27](=[CH:28][CH:29]=1)[N:26]=[CH:25][CH:24]=[CH:23]2)[C:16]([NH:18][NH2:19])=O.CS(O)(=O)=O>COCC(O)C>[F:30][C:15]([F:14])([C:16]1[N:3]2[N:4]=[C:5]([C:8]3[CH:9]=[N:10][N:11]([CH3:13])[CH:12]=3)[CH:6]=[CH:7][C:2]2=[N:19][N:18]=1)[C:20]1[CH:21]=[C:22]2[C:27](=[CH:28][CH:29]=1)[N:26]=[CH:25][CH:24]=[CH:23]2. Procedure details: To a reactor under inert atmosphere was added 73.84 g (0.38 mol) 3-chloro-6-(1-methyl-1H-pyrazol-4-yl)pyridazine, 90 g (0.38 mol) 2,2-difluoro-2-quinolin-6-ylacetohydrazide and 1200 mL 1-methoxy-2-propanol. Then 29.85 mL (0.455 mol) methane sulphonic acid was added and the reaction mixture was heated at 80° C. for 8 hours. After cooling to ambient temperature the mesylate salt of the title compound was filtered off from the reaction mixture. This salt was dissolved in a mixture of 400 mL ethanol... Yields the product C(C)(C)(C)OC(NC1=C(C=C(C(=C1)OC)C(F)(F)F)NC(CC(C1=CC(=CC=C1)N1N=NC=C1)=O)=O)=O ({5-Methoxy-2-[3-oxo-3-(3-[1,2,3]triazol-1-yl-phenyl)-propionylamino]-4-trifluoromethyl-phenyl}-carbamic Acid tert.-Butyl Ester), solid. Starting materials: C(C)(C)(C)OC(NC1=C(C=C(C(=C1)OC)C(F)(F)F)N)=O ((2-amino-5-methoxy-4-trifluoromethyl-phenyl)-carbamic acid tert.-butyl ester), CC1(OC(=CC(O1)=O)C1=CC(=CC=C1)N1N=NC=C1)C (2,2-dimethyl-6-(3-[1,2,3]triazol-1-yl-phenyl)-[1,3]dioxin-4-one). Procedure: The title compound was prepared from (2-amino-5-methoxy-4-trifluoromethyl-phenyl)-carbamic acid tert.-butyl ester (Example J9) (306 mg. 1.0 mmol) and 2,2-dimethyl-6-(3-[1,2,3]triazol-1-yl-phenyl)-[1,3]dioxin-4-one (Example L9) (271 mg, 1.0 mmol) according to the general procedure M. Obtained as a yellow solid (394 mg). Reaction SMILES: [C:1]([O:5][C:6](=[O:21])[NH:7][C:8]1[CH:13]=[C:12]([O:14][CH3:15])[C:11]([C:16]([F:19])([F:18])[F:17])=[CH:10][C:9]=1[NH2:20])([CH3:4])([CH3:3])[CH3:2].CC1(C)[O:28][C:27](=O)[CH:26]=[C:25]([C:30]2[CH:35]=[CH:34][CH:33]=[C:32]([N:36]3[CH:40]=[CH:39][N:38]=[N:37]3)[CH:31]=2)[O:24]1>>[C:1]([O:5][C:6](=[O:21])[NH:7][C:8]1[CH:13]=[C:12]([O:14][CH3:15])[C:11]([C:16]([F:19])([F:18])[F:17])=[CH:10][C:9]=1[NH:20][C:27](=[O:28])[CH2:26][C:25](=[O:24])[C:30]1[CH:35]=[CH:34][CH:33]=[C:32]([N:36]2[CH:40]=[CH:39][N:38]=[N:37]2)[CH:31]=1)([CH3:4])([CH3:2])[CH3:3]. Starting materials: NC1=C2C=CNC2=CC=C1 (4-amino indole), C(C=1C(O)=CC=CC1)(=O)OC (methyl salicylate), solution, C(C(C)C)[Al](CC(C)C)CC(C)C (triisobutylaluminum), Cl (hydrochloric acid). Solvent: C(Cl)(Cl)Cl (chloroform), C1(=CC=CC=C1)C (toluene), C(Cl)Cl (methylene chloride). Yields the product N1C=CC2=C(C=CC=C12)NC1=C(C=CC=C1)O (2-[N-(1H-indol-4-yl)amino]phenol). As a reaction SMILES: C([Al](CC(C)C)CC(C)C)C(C)C.[NH2:14][C:15]1[CH:23]=[CH:22][CH:21]=[C:20]2[C:16]=1[CH:17]=[CH:18][NH:19]2.C(OC)(=O)[C:25]1[C:26](=[CH:28][CH:29]=[CH:30][CH:31]=1)[OH:27].Cl>C1(C)C=CC=CC=1.C(Cl)(Cl)Cl.C(Cl)Cl>[NH:19]1[C:20]2[C:16](=[C:15]([NH:14][C:25]3[CH:31]=[CH:30][CH:29]=[CH:28][C:26]=3[OH:27])[CH:23]=[CH:22][CH:21]=2)[CH:17]=[CH:18]1. Reported procedure: 92 ml of a 1.1 mole/liter solution of triisobutylaluminum in toluene were added with stirring under an inert atmosphere to a solution of 6.6 g of 4-amino indole in 250 ml of chloroform and then 9.6 ml of methyl salicylate were added. The mixture was refluxed for 20 hours and then cooled to ambient temperature. 300 ml of N hydrochloric acid and 300 ml of methylene chloride were added, followed by washing with water, drying over a desiccant, filtering, evaporating to dryness under reduced pressure... Starting materials: CC(C)(CC(C)(C)C)NC1=NC(=NC(=N1)NC(C)(CC(C)(C)C)C)Cl (2,4-bis(2,4,4-trimethyl-2-pentylamino)-6-chloro-s-triazine), [OH-].[Na+] (sodium hydroxide), CC(C)(CC(C)(C)C)N (2,4,4-trimethyl-2-pentylamine), C1=CC(=O)NC=C1 (α-pyridone). Product: CC(CC(C)(C)C)(C)NC1=NC(=NC(=N1)NC(CC(C)(C)C)(C)C)NC(CC(C)(C)C)(C)C (N2,N4,N6 -tris(1,1,3,3-tetramethylbutyl)melamine). As a reaction SMILES: [CH3:1][C:2]([NH:9][C:10]1[N:15]=[C:14]([NH:16][C:17]([CH3:24])([CH2:19][C:20]([CH3:23])([CH3:22])[CH3:21])[CH3:18])[N:13]=[C:12](Cl)[N:11]=1)([CH2:4][C:5]([CH3:8])([CH3:7])[CH3:6])[CH3:3].[CH3:26][C:27]([NH2:34])([CH2:29][C:30]([CH3:33])([CH3:32])[CH3:31])[CH3:28].C1C=CNC(=O)C=1.[OH-].[Na+]>>[CH3:1][C:2]([NH:9][C:10]1[N:15]=[C:14]([NH:16][C:17]([CH3:24])([CH3:18])[CH2:19][C:20]([CH3:23])([CH3:22])[CH3:21])[N:13]=[C:12]([NH:34][C:27]([CH3:28])([CH3:26])[CH2:29][C:30]([CH3:33])([CH3:32])[CH3:31])[N:11]=1)([CH3:3])[CH2:4][C:5]([CH3:8])([CH3:7])[CH3:6] |f:3.4|. Procedure: A mixture of 3.7 g. (0.01 mole) of 2,4-bis(2,4,4-trimethyl-2-pentylamino)-6-chloro-s-triazine, 2.6 g. (0.02 mole) of 2,4,4-trimethyl-2-pentylamine and 2,85 g. (0.03 mole) of α-pyridone are fused and heated at the boiling point for 21/2 hours during which time the mixture turns a brown color. At the end of this period the mixture is cooled yielding a solid mass which is treated with about 10 ml. of 10% sodium hydroxide. On filtration, 4.52 g. of a beige solid is obtained m.p. 151°-156° C. Recryst...